From a dataset of the Open Reaction Database (ORD), a public repository of structured organic reaction records. describe an organic reaction: reactants, conditions, products, and yield Starting materials: C1=NC=CC2=C(C=CC=C12)N1C(CN(CC1)C(=O)OC(C)(C)C)=O (tert-Butyl 4-(isoquinolin-5-yl)-3-oxopiperazine-1-carboxylate), N1=CC=C(C=C1)C1=C2CCN=CC2=CC=C1 (5-(pyridin-4-yl)-3,4-dihydroisoquinoline). Reported procedure: Intermediate 18 was prepared from Intermediate 18A as described for Intermediate 17. MS (ESI) m/z: 330.1 (M+H)+. As a reaction SMILES: [CH:1]1[C:10]2[C:5](=[C:6]([N:11]3[CH2:16][CH2:15][N:14]([C:17]([O:19][C:20]([CH3:23])([CH3:22])[CH3:21])=[O:18])[CH2:13][C:12]3=[O:24])[CH:7]=[CH:8][CH:9]=2)[CH:4]=[CH:3][N:2]=1.N1C=CC(C2C=CC=C3C=2CCN=C3)=CC=1>>[CH:1]1[C:10]2[C:5](=[C:6]([N:11]3[CH2:16][CH2:15][N:14]([C:17]([O:19][C:20]([CH3:22])([CH3:21])[CH3:23])=[O:18])[CH2:13][C:12]3=[O:24])[CH:7]=[CH:8][CH:9]=2)[CH2:4][CH2:3][N:2]=1. Yields the product C1=NCCC2=C(C=CC=C12)N1C(CN(CC1)C(=O)OC(C)(C)C)=O (tert-butyl 4-(3,4-dihydroisoquinolin-5-yl)-3-oxopiperazine-1-carboxylate). Reactants: C(C(=O)Cl)(=O)Cl (oxalyl chloride), NC1=NN(C=C1)CC(C)(O)C (1-(3-amino-pyrazol-1-yl)-2-methyl-propan-2-ol), N1=C(C=CC=C1C)C (2,6-lutidine), acid chloride, ClC=1C=C(C=CC1S(=O)(=O)C)C(C(=O)O)C[C@@H]1OCCC1 (2-(3-chloro-4-methanesulfonyl-phenyl)-3-(tetrahydro-furan-2(R)-yl)-propionic acid). Run in C(Cl)Cl (methylene chloride), C(Cl)Cl (methylene chloride), C(Cl)Cl (methylene chloride), C(Cl)Cl (methylene chloride), C(Cl)Cl (methylene chloride). Conditions: temperature 0 celsius, time 30 minute. Product: ClC=1C=C(C=CC1S(=O)(=O)C)C(C(=O)NC1=NN(C=C1)CC(C)(C)O)C[C@@H]1OCCC1 (2-(3-chloro-4-methanesulfonyl-phenyl)-N-[1-(2-hydroxy-2-methyl-propyl)-1H-pyrazol-3-yl]-3-(tetrahydro-furan-2(R)-yl)-propionamide). The yield is 64.7%. As a reaction SMILES: [Cl:1][C:2]1[CH:3]=[C:4]([CH:12]([CH2:16][C@H:17]2[CH2:21][CH2:20][CH2:19][O:18]2)[C:13]([OH:15])=O)[CH:5]=[CH:6][C:7]=1[S:8]([CH3:11])(=[O:10])=[O:9].C(Cl)(=O)C(Cl)=O.[NH2:28][C:29]1[CH:33]=[CH:32][N:31]([CH2:34][C:35]([CH3:38])([OH:37])[CH3:36])[N:30]=1.N1C(C)=CC=CC=1C>C(Cl)Cl>[Cl:1][C:2]1[CH:3]=[C:4]([CH:12]([CH2:16][C@H:17]2[CH2:21][CH2:20][CH2:19][O:18]2)[C:13]([NH:28][C:29]2[CH:33]=[CH:32][N:31]([CH2:34][C:35]([OH:37])([CH3:36])[CH3:38])[N:30]=2)=[O:15])[CH:5]=[CH:6][C:7]=1[S:8]([CH3:11])(=[O:9])=[O:10]. Procedure details: A solution of 2-(3-chloro-4-methanesulfonyl-phenyl)-3-(tetrahydro-furan-2(R)-yl)-propionic acid (168 mg, 0.51 mmol) was dissolved in methylene chloride (10 mL) and N,N-dimethylfomamide (one drop) and cooled to 0° C. To this solution was added dropwise a solution of oxalyl chloride in methylene chloride (2 M solution, 291 μL, 0.58 mmol) which produced gas evolution and it was then stirred at 0° C. for 15 minutes and 30 min at 25° C. After this time, the reaction was concentrated in vacuo to ⅓ of ...